This data is from the Open Reaction Database (ORD), a public repository of structured organic reaction records. The task is: describe an organic reaction: reactants, conditions, products, and yield Reactants: FC1=C(OC2=NC=NN3C2=C(C(=C3)OCCN3CCN(CC3)C)C)C=CC(=C1)[N+](=O)[O-] (4-(2-Fluoro-4-nitrophenoxy)-5-methyl-6-(2-(4-methylpiperazin-1-yl)ethoxy)pyrrolo[2,1-f][1,2,4]triazine), FC=1C=C(C=CC1OC1=NC=NN2C1=C(C=C2)C)NC(=S)NC(CC2=CC=C(C=C2)F)=O (1-(3-Fluoro-4-(5-methylpyrrolo[2,1-f][1,2,4]triazin-4-yloxy)phenyl)-3-(2-(4-fluorophenyl)acetyl)thiourea). Product: FC=1C=C(C=CC1OC1=NC=NN2C1=C(C(=C2)OCCN2CCN(CC2)C)C)N (3-Fluoro-4-(5-methyl-6-(2-(4-methylpiperazin-1-yl)ethoxy)pyrrolo[2,1-f][-1,2,4]triazin-4-yloxy)benzenamine). Isolated yield 79.9%. Reaction SMILES: [F:1][C:2]1[CH:28]=[C:27]([N+:29]([O-])=O)[CH:26]=[CH:25][C:3]=1[O:4][C:5]1[C:10]2=[C:11]([CH3:24])[C:12]([O:14][CH2:15][CH2:16][N:17]3[CH2:22][CH2:21][N:20]([CH3:23])[CH2:19][CH2:18]3)=[CH:13][N:9]2[N:8]=[CH:7][N:6]=1.FC1C=C(NC(NC(=O)CC2C=CC(F)=CC=2)=S)C=CC=1OC1C2=C(C)C=CN2N=CN=1>>[F:1][C:2]1[CH:28]=[C:27]([NH2:29])[CH:26]=[CH:25][C:3]=1[O:4][C:5]1[C:10]2=[C:11]([CH3:24])[C:12]([O:14][CH2:15][CH2:16][N:17]3[CH2:18][CH2:19][N:20]([CH3:23])[CH2:21][CH2:22]3)=[CH:13][N:9]2[N:8]=[CH:7][N:6]=1. Procedure: 4-(2-Fluoro-4-nitrophenoxy)-5-methyl-6-(2-(4-methylpiperazin-1-yl)ethoxy)pyrrolo[2,1-f][1,2,4]triazine (20 mg, 0.05 mmol) was converted to the title compound (16 mg, 87%) in a manner similar to the preparation of Compound B of Example 28. 1H NMR (CDCl3) δ 7.86–7.83 (m, 1H), 7.50–7.38 (m, 2H), 7.09–7.00 (m, 1H), 6.56–6.45 (m, 1H), 4.14 (t, 2H, J=5.5 Hz), 2.99–2.38 (m, 18H); MS(ESI+) m/z 401.4 (M+H)+.